The task is: describe an organic reaction: reactants, conditions, products, and yield. This data is from the Open Reaction Database (ORD), a public repository of structured organic reaction records. Reactants: CC(=O)O[BH-](OC(C)=O)OC(C)=O, CC1(C)CCC(c2ccc(Cl)cc2)=C(C=O)C1, CCOC(=O)c1ccc(N2CCNCC2)cc1, [Na+]. Yields the product CCOC(=O)c1ccc(N2CCN(CC3=C(c4ccc(Cl)cc4)CCC(C)(C)C3)CC2)cc1. Reaction SMILES: [C:35]([O:36][BH-:37]([O:38][C:39](=[O:40])[CH3:41])[O:42][C:43](=[O:44])[CH3:45])(=[O:46])[CH3:47].[Cl:1][c:2]1[cH:3][cH:4][c:5]([C:8]2=[C:9]([CH:16]=[O:17])[CH2:10][C:11]([CH3:14])([CH3:15])[CH2:12][CH2:13]2)[cH:6][cH:7]1.[N:18]1([c:24]2[cH:25][cH:26][c:27]([C:28](=[O:29])[O:30][CH2:31][CH3:32])[cH:33][cH:34]2)[CH2:19][CH2:20][NH:21][CH2:22][CH2:23]1.[Na+:48]>>[Cl:1][c:2]1[cH:3][cH:4][c:5]([C:8]2=[C:9]([CH2:16][N:21]3[CH2:20][CH2:19][N:18]([c:24]4[cH:25][cH:26][c:27]([C:28](=[O:29])[O:30][CH2:31][CH3:32])[cH:33][cH:34]4)[CH2:23][CH2:22]3)[CH2:10][C:11]([CH3:14])([CH3:15])[CH2:12][CH2:13]2)[cH:6][cH:7]1. The reactants are CC(C)O, N#Cc1c(N)c(Cl)cc2c1C(O)CC2, [Na+], [OH-]. Product: Nc1c(Cl)cc2c(c1C(=O)O)C(O)CC2. As a reaction SMILES: [CH:17]([CH3:18])([CH3:19])[OH:20].[NH2:1][c:2]1[c:3]([Cl:14])[cH:4][c:5]2[c:9]([c:10]1[C:11]#[N:12])[CH:8]([OH:13])[CH2:7][CH2:6]2.[Na+:16].[OH-:15]>>[NH2:1][c:2]1[c:3]([Cl:14])[cH:4][c:5]2[c:9]([c:10]1[C:11](=[O:15])[OH:20])[CH:8]([OH:13])[CH2:7][CH2:6]2.